From a dataset of the Open Reaction Database (ORD), a public repository of structured organic reaction records. describe an organic reaction: reactants, conditions, products, and yield Reactants: N, [N+](CCCC)(CCCC)(CCCC)CCCC.[BH3-], C1CN(C[C@@H](C1=O)O)S(=O)(=O)C. The reagents and catalysts are c1ccc(cc1)-c2c3ccccc3cc4ccccc24 (9-Phenylanthracene). Reaction conditions: temperature 25 celsius, time 18 hour. Product: CS(=O)(=O)N1CC[C@@H](N)[C@H](O)C1. As a reaction SMILES: [BH4-].CCCC[N+](CCCC)(CCCC)CCCC.[NH3:1].[CH3:2][S:3]([N:6]1[CH2:12][C@H:10]([OH:11])[C:9](=O)[CH2:8][CH2:7]1)(=[O:5])=[O:4]>>[CH3:2][S:3]([N:6]1[CH2:12][C@@H:10]([OH:11])[C@H:9]([NH2:1])[CH2:8][CH2:7]1)(=[O:5])=[O:4]. Reactants: C(C1=CC=CC=C1)C1=CN=C2C(=C(C(N(C2=C1)CC1=CC=C(C=C1)S(=O)(=O)C)=O)C(=O)OCC)O (ethyl 7-benzyl-4-hydroxy-1-[4-(methylsulfonyl)benzyl]-2-oxo-1,2-dihydro-1,5-naphthyridine-3-carboxylate), NCC1=CC=NC=C1 (4-(aminomethyl)pyridine). Solvent: CCO (EtOH). Reaction conditions: temperature 120 celsius. The product is C(C1=CC=CC=C1)C1=CN=C2C(=C(C(N(C2=C1)CC1=CC=C(C=C1)S(=O)(=O)C)=O)C(=O)NCC1=CC=NC=C1)O (7-Benzyl-4-hydroxy-1-[4-(methylsulfonyl)benzyl]-2-oxo-N-(pyridin-4-ylmethyl)-1,2-dihydro-1,5-naphthyridine-3-carboxamide). Reaction SMILES: [CH2:1]([C:8]1[CH:17]=[C:16]2[C:11]([C:12]([OH:35])=[C:13]([C:30]([O:32]CC)=O)[C:14](=[O:29])[N:15]2[CH2:18][C:19]2[CH:24]=[CH:23][C:22]([S:25]([CH3:28])(=[O:27])=[O:26])=[CH:21][CH:20]=2)=[N:10][CH:9]=1)[C:2]1[CH:7]=[CH:6][CH:5]=[CH:4][CH:3]=1.[NH2:36][CH2:37][C:38]1[CH:43]=[CH:42][N:41]=[CH:40][CH:39]=1>CCO>[CH2:1]([C:8]1[CH:17]=[C:16]2[C:11]([C:12]([OH:35])=[C:13]([C:30]([NH:36][CH2:37][C:38]3[CH:43]=[CH:42][N:41]=[CH:40][CH:39]=3)=[O:32])[C:14](=[O:29])[N:15]2[CH2:18][C:19]2[CH:24]=[CH:23][C:22]([S:25]([CH3:28])(=[O:27])=[O:26])=[CH:21][CH:20]=2)=[N:10][CH:9]=1)[C:2]1[CH:7]=[CH:6][CH:5]=[CH:4][CH:3]=1. Procedure: A mixture of ethyl 7-benzyl-4-hydroxy-1-[4-(methylsulfonyl)benzyl]-2-oxo-1,2-dihydro-1,5-naphthyridine-3-carboxylate (40 mg, 0.080 mmol) and 4-(aminomethyl)pyridine (122 μL, 1.2 mmol) in EtOH (1 mL) was heated at 120° C. in a sealed tube in a microwave for 30 min. The reaction mixture was concentrated at reduced pressure, reconstituted in CH2Cl2 and washed with a mixture of 1N HCl and brine. Drying and evaporation of the organic phase gave the product as a pale green solid: 1H NMR (CDCl3) δ 10.8... The reactants are N#Cc1c(Cl)cc(CCl)cc1Cl, CN(C)C=O, [H-], NC(=O)c1nn[nH]c1N, [Na+]. The product is N#Cc1c(Cl)cc(Cn2nnc(C(N)=O)c2N)cc1Cl. Reaction SMILES: [C:12](#[N:13])[c:14]1[c:15]([Cl:23])[cH:16][c:17]([CH2:18][Cl:19])[cH:20][c:21]1[Cl:22].[CH3:24][N:25]([CH3:26])[CH:27]=[O:28].[H-:10].[NH2:1][c:2]1[c:3]([C:7](=[O:8])[NH2:9])[n:4][n:5][nH:6]1.[Na+:11]>>[NH2:1][c:2]1[c:3]([C:7](=[O:8])[NH2:9])[n:4][n:5][n:6]1[CH2:18][c:17]1[cH:16][c:15]([Cl:23])[c:14]([C:12]#[N:13])[c:21]([Cl:22])[cH:20]1. The reactants are BrC1=C(C(=C(C=C1)[O-])Br)Br (tribromophenolate), BrC1=C(C(=C(C=C1)[O-])Br)Br (tribromophenolate), tertiary amine, tertiary amine, tertiary amine, N1=C(Cl)N=C(Cl)N=C1Cl (cyanuric chloride), N1=C(Cl)N=C(Cl)N=C1Cl (cyanuric chloride), tertiary amine, N1=C(Cl)N=C(Cl)N=C1Cl (cyanuric chloride), BrC1=C(C(=C(C=C1)[O-])Br)Br (tribromophenolate), BrC1=C(C(=C(C=C1)O)Br)Br (tribromophenol), N1=C(Cl)N=C(Cl)N=C1Cl (cyanuric chloride), tertiary amine, N1=C(Cl)N=C(Cl)N=C1Cl (cyanuric chloride). Product: BrC1=C(C(=C(OC2=NC(=NC(=N2)OC2=C(C(=C(C=C2)Br)Br)Br)OC2=C(C(=C(C=C2)Br)Br)Br)C=C1)Br)Br (tris(tribromophenoxy)-s-triazine). RXN SMILES: [Br:1][C:2]1[CH:7]=[CH:6][C:5]([O-:8])=[C:4]([Br:9])[C:3]=1[Br:10].[N:11]1[C:18](Cl)=[N:17][C:15](Cl)=[N:14][C:12]=1Cl.[Br:20][C:21]1[CH:26]=[CH:25][C:24]([OH:27])=[C:23]([Br:28])[C:22]=1[Br:29]>>[Br:1][C:2]1[CH:7]=[CH:6][C:5]([O:8][C:12]2[N:14]=[C:15]([O:27][C:24]3[CH:25]=[CH:26][C:21]([Br:20])=[C:22]([Br:29])[C:23]=3[Br:28])[N:17]=[C:18]([O:8][C:5]3[CH:6]=[CH:7][C:2]([Br:1])=[C:3]([Br:10])[C:4]=3[Br:9])[N:11]=2)=[C:4]([Br:9])[C:3]=1[Br:10]. Reported procedure: An exemplary production process according to this invention comprises preparing an aqueous tribromophenolate solution and dripping this aqueous solution to a dispersion or solution of cyanuric chloride and tertiary amine in a non-hydrophilic solvent or adding said tertiary amine and a powder of cyanuric chloride to said aqueous solution. The preferred molar ratio of cyanuric chloride to tribromophenol is 1:2.94-3.60. Where both a tertiary amine and a phase transfer catalyst are employed, an exem... The reactants are C(C)(C)(C)OC(=O)C(=P(C1=CC=CC=C1)(C1=CC=CC=C1)C1=CC=CC=C1)N1C(C(C1SCC(CC1=CC=C(C=C1)F)=O)NC(C1=CC=CC=C1)(C1=CC=CC=C1)C1=CC=CC=C1)=O (1-(1-t-butoxycarbonyl-1-triphenylphosphoranylidenemethyl)-3-(triphenylmethylamino)-4-(3-p-fluorophenyl-2-oxopropylthio)azetidin-2-one). The solvent is O1CCOCC1 (dioxan). The product is FC1=CC=C(CC=2CS[C@H]3N(C2C(=O)OC(C)(C)C)C(C3NC(C3=CC=CC=C3)(C3=CC=CC=C3)C3=CC=CC=C3)=O)C=C1 (t-Butyl 3-p-fluorobenzyl-7-triphenylmethylamino-3-cephem-4-carboxylate). Yield: 75.5%. Reaction SMILES: [C:1]([O:5][C:6]([C:8]([N:28]1[CH:31]([S:32][CH2:33][C:34](=O)[CH2:35][C:36]2[CH:41]=[CH:40][C:39]([F:42])=[CH:38][CH:37]=2)[CH:30]([NH:44][C:45]([C:58]2[CH:63]=[CH:62][CH:61]=[CH:60][CH:59]=2)([C:52]2[CH:57]=[CH:56][CH:55]=[CH:54][CH:53]=2)[C:46]2[CH:51]=[CH:50][CH:49]=[CH:48][CH:47]=2)[C:29]1=[O:64])=P(C1C=CC=CC=1)(C1C=CC=CC=1)C1C=CC=CC=1)=[O:7])([CH3:4])([CH3:3])[CH3:2]>O1CCOCC1>[F:42][C:39]1[CH:40]=[CH:41][C:36]([CH2:35][C:34]2[CH2:33][S:32][C@@H:31]3[CH:30]([NH:44][C:45]([C:58]4[CH:59]=[CH:60][CH:61]=[CH:62][CH:63]=4)([C:46]4[CH:51]=[CH:50][CH:49]=[CH:48][CH:47]=4)[C:52]4[CH:57]=[CH:56][CH:55]=[CH:54][CH:53]=4)[C:29](=[O:64])[N:28]3[C:8]=2[C:6]([O:5][C:1]([CH3:2])([CH3:3])[CH3:4])=[O:7])=[CH:37][CH:38]=1. Procedure: 1-(1-t-butoxycarbonyl-1-triphenylphosphoranylidenemethyl)-3-(triphenylmethylamino)-4-(3-p-fluorophenyl-2-oxopropylthio)azetidin-2-one (253 mg) was refluxed in dry dioxan (25 ml) under nitrogen for 24 hours. Evaporation of the solvent and chromatography of the residue on silica gave (IX) as a white solid (131 mg). νmax (CHCl3) 1775, 1715 cm-1 δ ppm (CDCl3) 1.52 (s, 3H), 3.01 (q, J = 17 Hz, 2H), 2.66- 3.12 (1H, exchange, D2O, 3.63 (q, J = 15Hz, 2H). 4.28 (d, J = 4.5Hz, 1H), 4.71 (multiplet collaps...